From a dataset of the Open Reaction Database (ORD), a public repository of structured organic reaction records. describe an organic reaction: reactants, conditions, products, and yield Starting materials: C1(=CC=CC=C1)C1=C(C=NO1)C(=O)O (5-Phenylisoxazole-4-carboxylic acid), Cl.C(C)N=C=NCCCN(C)C (1-ethyl-3-(3-dimethylaminopropyl)carbodiimide hydrochloride), N1CC(CC1)C=1C=NC=CC1 (3-(pyrrolidin-3-yl)pyridine), ON1N=NC2=C1C=CC=C2 (1-hydroxybenzotriazole). Solvent: O (water), CN1C(CCC1)=O (N-methylpyrrolidinone), CN1C(CCC1)=O (NMP). Run at time 3 day. Product: C1(=CC=CC=C1)C1=C(C=NO1)C(=O)N1CC(CC1)C=1C=NC=CC1 ((5-Phenylisoxazol-4-yl)(3-(pyridin-3-yl)pyrrolidin-1-yl)methanone). Yield: 50.9%. Reaction SMILES: [NH:1]1[CH2:5][CH2:4][CH:3]([C:6]2[CH:7]=[N:8][CH:9]=[CH:10][CH:11]=2)[CH2:2]1.[C:12]1([C:18]2[O:22][N:21]=[CH:20][C:19]=2[C:23](O)=[O:24])[CH:17]=[CH:16][CH:15]=[CH:14][CH:13]=1.ON1C2C=CC=CC=2N=N1.Cl.C(N=C=NCCCN(C)C)C>O.CN1CCCC1=O>[C:12]1([C:18]2[O:22][N:21]=[CH:20][C:19]=2[C:23]([N:1]2[CH2:5][CH2:4][CH:3]([C:6]3[CH:7]=[N:8][CH:9]=[CH:10][CH:11]=3)[CH2:2]2)=[O:24])[CH:13]=[CH:14][CH:15]=[CH:16][CH:17]=1 |f:3.4|. Procedure: To a 15 mL round-bottomed flask equipped with magnetic stirring was added 3-(pyrrolidin-3-yl)pyridine (250 mg, 1700 μmol, source: ASDI Inc.) and 4 mL of N-methylpyrrolidinone (NMP). 5-Phenylisoxazole-4-carboxylic acid (300 mg, 1600 μmol, source: CiVentiChem) was added followed by 1-hydroxybenzotriazole (250 mg, 1800 μmol) and 1-ethyl-3-(3-dimethylaminopropyl)carbodiimide hydrochloride (380 mg, 2000 μmol). Added 2 mL more NMP, and the reaction mixture was stirred at ambient temp. After 3 days, ad...